Dataset: the Open Reaction Database (ORD), a public repository of structured organic reaction records. Task: describe an organic reaction: reactants, conditions, products, and yield Reactants: ClCCl, CC(C)(C)OC(=O)N(C(=O)OC(C)(C)C)c1ncc(N2CC3CCC(O)C3C2)nc1-c1nnc(-c2ccccc2)o1. Yields the product CC(C)(C)OC(=O)N(C(=O)OC(C)(C)C)c1ncc(N2CC3CCC(=O)C3C2)nc1-c1nnc(-c2ccccc2)o1. Reaction SMILES: [Cl:42][CH2:43][Cl:44].[OH:1][CH:2]1[CH2:3][CH2:4][CH:5]2[CH:6]1[CH2:7][N:8]([c:10]1[n:11][c:12](-[c:31]3[o:32][c:33](-[c:36]4[cH:37][cH:38][cH:39][cH:40][cH:41]4)[n:34][n:35]3)[c:13]([N:16]([C:17]([O:18][C:19]([CH3:20])([CH3:21])[CH3:22])=[O:23])[C:24](=[O:25])[O:26][C:27]([CH3:28])([CH3:29])[CH3:30])[n:14][cH:15]1)[CH2:9]2>>[O:1]=[C:2]1[CH2:3][CH2:4][CH:5]2[CH:6]1[CH2:7][N:8]([c:10]1[n:11][c:12](-[c:31]3[o:32][c:33](-[c:36]4[cH:37][cH:38][cH:39][cH:40][cH:41]4)[n:34][n:35]3)[c:13]([N:16]([C:17]([O:18][C:19]([CH3:20])([CH3:21])[CH3:22])=[O:23])[C:24](=[O:25])[O:26][C:27]([CH3:28])([CH3:29])[CH3:30])[n:14][cH:15]1)[CH2:9]2. Reactants: ClC=1C=C(C=CC1Cl)/C=C/C(=O)N1CCN(C(CC1)=O)CCCOS(=O)(=O)C (methanesulfonic acid 3-{4-[(E)-3-(3,4-dichloro-phenyl)-acryloyl]-7-oxo-[1,4]diazepan-1-yl}-propyl ester), [I-].[Na+] (sodium iodide). Product: ClC=1C=C(C=CC1Cl)/C=C/C(=O)N1CCN(C(CC1)=O)CCCI (1-[(E)-3-(3,4-Dichloro-phenyl)-acryloyl]-4-(3-iodo-propyl)-[1,4]diazepan-5-one). RXN SMILES: [Cl:1][C:2]1[CH:3]=[C:4](/[CH:9]=[CH:10]/[C:11]([N:13]2[CH2:19][CH2:18][C:17](=[O:20])[N:16]([CH2:21][CH2:22][CH2:23]OS(C)(=O)=O)[CH2:15][CH2:14]2)=[O:12])[CH:5]=[CH:6][C:7]=1[Cl:8].[I-:29].[Na+]>CC(=O)CC>[Cl:1][C:2]1[CH:3]=[C:4](/[CH:9]=[CH:10]/[C:11]([N:13]2[CH2:19][CH2:18][C:17](=[O:20])[N:16]([CH2:21][CH2:22][CH2:23][I:29])[CH2:15][CH2:14]2)=[O:12])[CH:5]=[CH:6][C:7]=1[Cl:8] |f:1.2|. Procedure details: A solution of 0.50 g (1.11 mmol) of crude methanesulfonic acid 3-{4-[(E)-3-(3,4-dichloro-phenyl)-acryloyl]-7-oxo-[1,4]diazepan-1-yl}-propyl ester in 20 ml of 2-butanone was treated with 0.33 g (2.23 mmol) of sodium iodide and stirred at 95° C. for 30 min. The reaction was cooled, evaporated, suspended in 60 ml dichloromethane/Et2O (1:3), filtered and the organic solvent discarded. The residue was then washed again with dichloromethane to give after evaporation 0.27 g (51%) of the title compound ... Solvent: CC(CC)=O (2-butanone). Run at temperature 95 celsius, time 30 minute. The reactants are O=C1NC=NC2=CC(=CC=C12)S(=O)(=O)OC1=C(C(=C(C(=C1F)F)F)F)F (perfluorophenyl 4-oxo-3,4-dihydroquinazoline-7-sulfonate), C[Si](C)(C)[N-][Si](C)(C)C.[Li+] (lithium bis(trimethylsilyl)amide), COC1=C(CNC=2SC=CN2)C=CC(=C1)OC (N-(2,4-dimethoxybenzyl)thiazol-2-amine), C[Si](C)(C)[N-][Si](C)(C)C.[Li+] (Lithium bis(trimethylsilyl)amide). Solvent: C1CCOC1 (THF), O1CCCC1 (tetrahydrofuran). Run at time 30 minute. Yields the product COC1=C(CN(S(=O)(=O)C2=CC=C3C(NC=NC3=C2)=O)C=2SC=CN2)C=CC(=C1)OC (N-(2,4-dimethoxybenzyl)-4-oxo-N-(thiazol-2-yl)-3,4-dihydroquinazoline-7-sulfonamide). Reaction SMILES: [CH3:1][O:2][C:3]1[CH:15]=[C:14]([O:16][CH3:17])[CH:13]=[CH:12][C:4]=1[CH2:5][NH:6][C:7]1[S:8][CH:9]=[CH:10][N:11]=1.C[Si]([N-][Si](C)(C)C)(C)C.[Li+].[O:28]=[C:29]1[C:38]2[C:33](=[CH:34][C:35]([S:39](OC3C(F)=C(F)C(F)=C(F)C=3F)(=[O:41])=[O:40])=[CH:36][CH:37]=2)[N:32]=[CH:31][NH:30]1>O1CCCC1>[CH3:1][O:2][C:3]1[CH:15]=[C:14]([O:16][CH3:17])[CH:13]=[CH:12][C:4]=1[CH2:5][N:6]([C:7]1[S:8][CH:9]=[CH:10][N:11]=1)[S:39]([C:35]1[CH:34]=[C:33]2[C:38]([C:29](=[O:28])[NH:30][CH:31]=[N:32]2)=[CH:37][CH:36]=1)(=[O:41])=[O:40] |f:1.2|. Procedure: A solution of N-(2,4-dimethoxybenzyl)thiazol-2-amine (0.791 g, 3.16 mmol) in tetrahydrofuran (11.57 ml) was cooled in a dry ice-acetone bath for 5 min. Lithium bis(trimethylsilyl)amide (1M in THF) (3.31 ml, 3.31 mmol) was added drop wise, then the flask was removed from the cooling bath for 5 min. The flask was again cooled into a dry ice-acetone bath for 20 min, resulting in the formation of a thick slurry. A solution of perfluorophenyl 4-oxo-3,4-dihydroquinazoline-7-sulfonate (1.18, 3.01 mmol)... The reactants are C1CCOC1, CCN, CCOC(C)=O, N#Cc1c(Cl)ccc([N+](=O)[O-])c1Cl. Yields the product CCNc1c([N+](=O)[O-])ccc(Cl)c1C#N. Reaction SMILES: [CH2:17]1[O:18][CH2:19][CH2:20][CH2:21]1.[CH3:1][CH2:2][NH2:3].[CH3:22][CH2:23][O:24][C:25]([CH3:26])=[O:27].[Cl:4][c:5]1[c:6]([C:7]#[N:8])[c:9]([Cl:16])[cH:10][cH:11][c:12]1[N+:13](=[O:14])[O-:15]>>[CH3:1][CH2:2][NH:3][c:5]1[c:6]([C:7]#[N:8])[c:9]([Cl:16])[cH:10][cH:11][c:12]1[N+:13](=[O:14])[O-:15]. The reactants are COC(=O)CN(Cc1ccccc1)CC(C)NC(=O)OC(C)(C)C, ClCCl, O=C(O)C(F)(F)F. Yields the product CC1CN(Cc2ccccc2)CC(=O)N1. As a reaction SMILES: [CH3:1][O:2][C:3]([CH2:4][N:5]([CH2:6][CH:7]([CH3:8])[NH:9][C:10](=[O:11])[O:13][C:14]([CH3:15])([CH3:16])[CH3:24])[CH2:17][c:18]1[cH:19][cH:20][cH:21][cH:22][cH:23]1)=[O:12].[Cl:32][CH2:33][Cl:34].[F:25][C:26]([F:27])([F:28])[C:29]([OH:30])=[O:31]>>[CH2:4]1[N:5]([CH2:17][c:18]2[cH:19][cH:20][cH:21][cH:22][cH:23]2)[CH2:6][CH:7]([CH3:8])[NH:9][C:10]1=[O:11]. The reactants are O=C1C2=C(OC(=C1)C(=O)O)C1=C(SC2)C=CC=C1 (4-oxo-4H,5H-[1]benzothiopyrano[4,3-b]pyran-2-carboxylic acid), [OH-].[NH4+] (ammonium hydroxide). Yields the product O=C1C2=C(NC(=C1)C(=O)O)C1=C(SC2)C=CC=C1 (1,4-Dihydro-4-oxo-5H-[1]-benzothiopyrano[4,3-b]pyridine-2-carboxylic Acid). As a reaction SMILES: [O:1]=[C:2]1[CH:7]=[C:6]([C:8]([OH:10])=[O:9])O[C:4]2[C:11]3[CH:18]=[CH:17][CH:16]=[CH:15][C:12]=3[S:13][CH2:14][C:3]1=2.[OH-].[NH4+:20]>>[O:1]=[C:2]1[CH:7]=[C:6]([C:8]([OH:10])=[O:9])[NH:20][C:4]2[C:11]3[CH:18]=[CH:17][CH:16]=[CH:15][C:12]=3[S:13][CH2:14][C:3]1=2 |f:1.2|. Procedure: A solution of 4-oxo-4H,5H-[1]benzothiopyrano[4,3-b]pyran-2-carboxylic acid (3.0 g, 11.53 mmoles, described in Example 79 ) in concentrated ammonium hydroxide (50 ml) is heated on a steam bath for 2.5 hr., and evaporated under reduced pressure. The residue is dissolved in water (75 ml) and added to a mixture of concentrated hydrochloric acid (5 ml) and ice. The precipitate is collected, washed with 0.07 N hydrochloric acid, acetone and ether to give the title compound as light yellow crystals, m....